This data is from the Open Reaction Database (ORD), a public repository of structured organic reaction records. The task is: describe an organic reaction: reactants, conditions, products, and yield The reactants are CC(=O)c1cc(Br)ccc1O, C1CCNC1, Cc1ccccc1, O, CC(=O)c1ccccc1. Yields the product CC1(c2ccccc2)CC(=O)c2cc(Br)ccc2O1. As a reaction SMILES: [Br:1][c:2]1[cH:3][cH:4][c:5]([OH:11])[c:6]([C:8]([CH3:9])=[O:10])[cH:7]1.[CH2:21]1[CH2:22][NH:23][CH2:24][CH2:25]1.[CH3:27][c:28]1[cH:29][cH:30][cH:31][cH:32][cH:33]1.[OH2:26].[c:12]1([C:18]([CH3:19])=[O:20])[cH:13][cH:14][cH:15][cH:16][cH:17]1>>[Br:1][c:2]1[cH:3][cH:4][c:5]2[c:6]([cH:7]1)[C:8](=[O:10])[CH2:9][C:18]([c:12]1[cH:13][cH:14][cH:15][cH:16][cH:17]1)([CH3:19])[O:11]2. Reactants: N#Cc1cccc(CBr)c1, CC#N, [Na+], [Na+], O=C([O-])[O-], Cl[Pd]Cl, OB(O)c1ccccc1, Cc1ccccc1P(c1ccccc1C)c1ccccc1C, c1ccc(P(c2ccccc2)c2ccccc2)cc1, c1ccc(P(c2ccccc2)c2ccccc2)cc1. The product is N#Cc1cccc(Cc2ccccc2)c1. RXN SMILES: [Br:10][CH2:11][c:12]1[cH:13][c:14]([C:15]#[N:16])[cH:17][cH:18][cH:19]1.[CH3:48][C:49]#[N:50].[Na+:42].[Na+:43].[O-:44][C:45](=[O:46])[O-:47].[Pd:51]([Cl:52])[Cl:53].[c:1]1([B:7]([OH:8])[OH:9])[cH:2][cH:3][cH:4][cH:5][cH:6]1.[c:20]1([CH3:21])[cH:22][cH:23][cH:24][cH:25][c:26]1[P:27]([c:28]1[cH:29][cH:30][cH:31][cH:32][c:33]1[CH3:34])[c:35]1[cH:36][cH:37][cH:38][cH:39][c:40]1[CH3:41].[c:54]1([P:55]([c:56]2[cH:57][cH:58][cH:59][cH:60][cH:61]2)[c:62]2[cH:63][cH:64][cH:65][cH:66][cH:67]2)[cH:68][cH:69][cH:70][cH:71][cH:72]1.[c:73]1([P:74]([c:75]2[cH:76][cH:77][cH:78][cH:79][cH:80]2)[c:81]2[cH:82][cH:83][cH:84][cH:85][cH:86]2)[cH:87][cH:88][cH:89][cH:90][cH:91]1>>[c:1]1([CH2:11][c:12]2[cH:13][c:14]([C:15]#[N:16])[cH:17][cH:18][cH:19]2)[cH:2][cH:3][cH:4][cH:5][cH:6]1. Starting materials: C=C(CC)C1COC(C)(C)N1C(=O)OC(C)(C)C, CO. Yields the product C=C(CC)C(CO)NC(=O)OC(C)(C)C. As a reaction SMILES: [C:1]([CH3:2])([CH3:3])([CH3:4])[O:5][C:6](=[O:7])[N:8]1[C:9]([CH3:17])([CH3:18])[O:10][CH2:11][CH:12]1[C:13](=[CH2:14])[CH2:15][CH3:16].[CH3:19][OH:20]>>[C:1]([CH3:2])([CH3:3])([CH3:4])[O:5][C:6](=[O:7])[NH:8][CH:12]([CH2:11][OH:10])[C:13](=[CH2:14])[CH2:15][CH3:16]. Starting materials: Br, COc1ccc(-c2c[nH]c(-c3cccnc3)n2)cc1. Yields the product Oc1ccc(-c2c[nH]c(-c3cccnc3)n2)cc1. As a reaction SMILES: [BrH:20].[CH3:1][O:2][c:3]1[cH:4][cH:5][c:6](-[c:9]2[n:10][c:11](-[c:14]3[cH:15][n:16][cH:17][cH:18][cH:19]3)[nH:12][cH:13]2)[cH:7][cH:8]1>>[OH:2][c:3]1[cH:4][cH:5][c:6](-[c:9]2[n:10][c:11](-[c:14]3[cH:15][n:16][cH:17][cH:18][cH:19]3)[nH:12][cH:13]2)[cH:7][cH:8]1.